From a dataset of the Open Reaction Database (ORD), a public repository of structured organic reaction records. describe an organic reaction: reactants, conditions, products, and yield Starting materials: COc1ccccc1Oc1c(Cl)nc(C2CC2)nc1NS(=O)(=O)c1ccc(C(C)C)cn1, NCCO. The product is COc1ccccc1Oc1c(NS(=O)(=O)c2ccc(C(C)C)cn2)nc(C2CC2)nc1OCCN. Reaction SMILES: [CH:1]([CH3:2])([CH3:3])[c:4]1[cH:5][cH:6][c:7]([S:10](=[O:11])(=[O:12])[NH:13][c:14]2[n:15][c:16]([CH:30]3[CH2:31][CH2:32]3)[n:17][c:18]([Cl:29])[c:19]2[O:20][c:21]2[c:22]([O:27][CH3:28])[cH:23][cH:24][cH:25][cH:26]2)[n:8][cH:9]1.[NH2:33][CH2:34][CH2:35][OH:36]>>[CH:1]([CH3:2])([CH3:3])[c:4]1[cH:5][cH:6][c:7]([S:10](=[O:11])(=[O:12])[NH:13][c:14]2[n:15][c:16]([CH:30]3[CH2:31][CH2:32]3)[n:17][c:18]([O:36][CH2:35][CH2:34][NH2:33])[c:19]2[O:20][c:21]2[c:22]([O:27][CH3:28])[cH:23][cH:24][cH:25][cH:26]2)[n:8][cH:9]1. Starting materials: O=C1c2ccccc2C(=O)N1CCCCSc1ccncc1, CCOC(C)=O, CCO, NN, O. The product is NCCCCSc1ccncc1. Reaction SMILES: [C:1]1(=[O:2])[N:5]([CH2:6][CH2:7][CH2:8][CH2:9][S:10][c:11]2[cH:12][cH:13][n:14][cH:15][cH:16]2)[C:3](=[O:4])[c:17]2[cH:18][cH:19][cH:20][cH:21][c:22]21.[CH3:26][CH2:27][O:28][C:29](=[O:30])[CH3:31].[CH3:32][CH2:33][OH:34].[NH2:24][NH2:25].[OH2:23]>>[NH2:5][CH2:6][CH2:7][CH2:8][CH2:9][S:10][c:11]1[cH:12][cH:13][n:14][cH:15][cH:16]1. Starting materials: BrCCBr, CCCOc1cccc(O)c1, CCCC[N+](CCCC)(CCCC)CCCC, [Na+], [OH-], O, O=S(=O)([O-])O. The product is CCCOc1cccc(OCCBr)c1. RXN SMILES: [Br:12][CH2:13][CH2:14][Br:15].[CH2:1]([CH2:2][CH3:3])[O:4][c:5]1[cH:6][c:7]([OH:11])[cH:8][cH:9][cH:10]1.[CH2:23]([N+:24]([CH2:25][CH2:26][CH2:27][CH3:28])([CH2:29][CH2:30][CH2:31][CH3:32])[CH2:33][CH2:34][CH2:35][CH3:36])[CH2:37][CH2:38][CH3:39].[Na+:17].[OH-:16].[OH2:40].[S:18]([O-:19])([OH:20])(=[O:21])=[O:22]>>[CH2:1]([CH2:2][CH3:3])[O:4][c:5]1[cH:6][c:7]([O:11][CH2:14][CH2:13][Br:12])[cH:8][cH:9][cH:10]1. The reactants are C(CCC)C=1N(C(=C(N1)Cl)CC(=O)OC)CC1=CC=C(C=C1)[N+](=O)[O-] (methyl 2-butyl-4-chloro-1-(4-nitrobenzyl)imidazole-5-acetate), C(C)(=O)O (acetic acid). Reagents/catalysts: [Fe] (iron). The solvent is CO (methanol). Yields the product C(CCC)C=1N(C(=C(N1)Cl)CC(=O)OC)CC1=CC=C(C=C1)N (Methyl 2-butyl-4-chloro-1-(4-aminobenzyl)-imidazole-5-acetate). The yield is 98.5%. As a reaction SMILES: [CH2:1]([C:5]1[N:6]([CH2:16][C:17]2[CH:22]=[CH:21][C:20]([N+:23]([O-])=O)=[CH:19][CH:18]=2)[C:7]([CH2:11][C:12]([O:14][CH3:15])=[O:13])=[C:8]([Cl:10])[N:9]=1)[CH2:2][CH2:3][CH3:4].C(O)(=O)C>[Fe].CO>[CH2:1]([C:5]1[N:6]([CH2:16][C:17]2[CH:22]=[CH:21][C:20]([NH2:23])=[CH:19][CH:18]=2)[C:7]([CH2:11][C:12]([O:14][CH3:15])=[O:13])=[C:8]([Cl:10])[N:9]=1)[CH2:2][CH2:3][CH3:4]. Procedure details: A mixture of methyl 2-butyl-4-chloro-1-(4-nitrobenzyl)imidazole-5-acetate (5.00 g, 13.7 mmol, 1 eq), iron (2.67 g, 47.8 mmol, 3.5 eq), glacial acetic acid (5.47 mL, 95.3 mmol, 7 eq), and methanol (250 mL) was refluxed for 5.5 hours. The solvent was removed by rotary evaporation. The residue was diluted with water (300 mL) and extracted five times with 300 mL portions of ethyl acetate. The organic layers were dried and concentrated. The residue was flash chromatographed in 75:25 hexane/ethyl acet... Starting materials: ICC=1CS[C@H]2N(C1C(=O)OC(C1=CC=CC=C1)C1=CC=CC=C1)C([C@H]2NC(C(C=2N=C(SC2)NC(C2=CC=CC=C2)(C2=CC=CC=C2)C2=CC=CC=C2)=NOC)=O)=O (benzhydryl 3-iodomethyl-7β-[2-methoxyimino-2-(2-tritylaminothiazol-4-yl) acetamido]-3-cephem-4-carboxylate), OC[C@@]1(O)[C@@H](O)[C@H](O)[C@@H](O)CO1 (Sorb), SC=1SC(=NN1)C1=CC(=C(C=C1)OCOCCOC)OCOCCOC (2-mercapto-5-[3,4-di(2-methoxyethoxymethoxy)phenyl]-1,3,4-thiadiazole), C(O)([O-])=O.[Na+] (sodium hydrogencarbonate). The solvent is O (water). Product: NC=1SC=C(N1)C(C(=O)N[C@H]1[C@@H]2N(C(=C(CS2)CSC=2SC(=NN2)C2=CC(=C(C=C2)O)O)C(=O)[O-])C1=O)=NOC.[Na+] (sodium 7β-[2-(2-aminothiazol-4-yl)-2-methoxviminoacetamido]-3-[5-(3, 4-dihydroxyphenyl)-1,3,4-thiadiazol-2-yl]thiomethyl-3-cephem-4-carboxylate). Reaction SMILES: I[CH2:2][C:3]1[CH2:4][S:5][C@@H:6]2[C@H:26]([NH:27][C:28](=[O:58])[C:29](=[N:55][O:56][CH3:57])[C:30]3[N:31]=[C:32]([NH:35]C(C4C=CC=CC=4)(C4C=CC=CC=4)C4C=CC=CC=4)[S:33][CH:34]=3)[C:25](=[O:59])[N:7]2[C:8]=1[C:9]([O:11]C(C1C=CC=CC=1)C1C=CC=CC=1)=[O:10].[SH:60][C:61]1[S:62][C:63]([C:66]2[CH:71]=[CH:70][C:69]([O:72]COCCOC)=[C:68]([O:79]COCCOC)[CH:67]=2)=[N:64][N:65]=1.C(=O)([O-])O.[Na+:90].OC[C@@]1(OC[C@H](O)[C@@H](O)[C@@H]1O)O>O>[NH2:35][C:32]1[S:33][CH:34]=[C:30]([C:29](=[N:55][O:56][CH3:57])[C:28]([NH:27][C@@H:26]2[C:25](=[O:59])[N:7]3[C:8]([C:9]([O-:11])=[O:10])=[C:3]([CH2:2][S:60][C:61]4[S:62][C:63]([C:66]5[CH:71]=[CH:70][C:69]([OH:72])=[C:68]([OH:79])[CH:67]=5)=[N:64][N:65]=4)[CH2:4][S:5][C@H:6]23)=[O:58])[N:31]=1.[Na+:90] |f:2.3,6.7|. Procedure details: A trifluoroacetate obtained by the same operation as in EXAMPLE 1 by using 1.0 g (1.07 mmol) of benzhydryl 3-iodomethyl-7β-[2-methoxyimino-2-(2-tritylaminothiazol-4-yl) acetamido]-3-cephem-4-carboxylate (syn-isomer) and 0.43 g (1.07 mmol) of 2-mercapto-5-[3,4-di(2-methoxyethoxymethoxy)phenyl]-1,3,4-thiadiazole, was suspended in water and adjusted to pH6.5 with a saturated sodium hydrogencarbonate aqueous solution. Then, the suspension was subjected to ODS column chromatography (LC Sorb RP-18, ma...